This data is from the Open Reaction Database (ORD), a public repository of structured organic reaction records. The task is: describe an organic reaction: reactants, conditions, products, and yield Starting materials: CCOC(C)=O, COC(C=O)OC, CS(=O)(=O)NN, CCCCCCC, C1CCOC1. Yields the product COC(C=NNS(C)(=O)=O)OC. Reaction SMILES: [CH2:19]([O:20][C:21](=[O:22])[CH3:23])[CH3:24].[CH3:12][O:13][CH:14]([CH:15]=[O:16])[O:17][CH3:18].[CH3:1][S:2](=[O:3])(=[O:4])[NH:5][NH2:6].[CH3:25][CH2:26][CH2:27][CH2:28][CH2:29][CH2:30][CH3:31].[O:7]1[CH2:8][CH2:9][CH2:10][CH2:11]1>>[CH3:1][S:2](=[O:3])(=[O:4])[NH:5][N:6]=[CH:15][CH:14]([O:13][CH3:12])[O:17][CH3:18]. Reactants: CC(C)[Si](OCC(C)(C)CO)(C(C)C)C(C)C, CCOC(C)=O, ClC(Cl)(Cl)Cl, [O-][I+3]([O-])([O-])[O-], [Na+], O. Product: CC(C)[Si](OCC(C)(C)C(=O)O)(C(C)C)C(C)C. As a reaction SMILES: [CH3:1][C:2]([CH2:3][OH:4])([CH2:5][O:6][Si:7]([CH:8]([CH3:9])[CH3:10])([CH:11]([CH3:12])[CH3:13])[CH:14]([CH3:15])[CH3:16])[CH3:17].[CH3:30][CH2:31][O:32][C:33]([CH3:34])=[O:35].[Cl:18][C:19]([Cl:20])([Cl:21])[Cl:22].[I+3:24]([O-:25])([O-:26])([O-:27])[O-:28].[Na+:29].[OH2:23]>>[CH3:1][C:2]([C:3](=[O:4])[OH:25])([CH2:5][O:6][Si:7]([CH:8]([CH3:9])[CH3:10])([CH:11]([CH3:12])[CH3:13])[CH:14]([CH3:15])[CH3:16])[CH3:17]. The product is CCCC(=O)Nc1n[nH]c2cc(-c3cccc(O)c3)ccc12. Reactants: C[Si](C)(C)I, CO, CCCC(=O)Nc1n[nH]c2cc(-c3cccc(OCc4ccccc4)c3)ccc12. As a reaction SMILES: [CH3:1][Si:2]([I:3])([CH3:4])[CH3:5].[CH3:35][OH:36].[c:6]1([CH2:7][O:13][c:14]2[cH:15][c:16](-[c:20]3[cH:21][cH:22][c:23]4[c:24]([NH:29][C:30]([CH2:31][CH2:32][CH3:33])=[O:34])[n:25][nH:26][c:27]4[cH:28]3)[cH:17][cH:18][cH:19]2)[cH:8][cH:9][cH:10][cH:11][cH:12]1>>[OH:13][c:14]1[cH:15][c:16](-[c:20]2[cH:21][cH:22][c:23]3[c:24]([NH:29][C:30]([CH2:31][CH2:32][CH3:33])=[O:34])[n:25][nH:26][c:27]3[cH:28]2)[cH:17][cH:18][cH:19]1. Reactants: Ethyl (2E)-3-[2-(3-methylindolyl)]-3-phenyl-2-propenoate, C(C1=CC=CC=C1)(=O)C=1NC2=CC=CC=C2C1C (2-benzoyl-3-methylindole), C(=O)(OCC)C=P(C1=CC=CC=C1)(C1=CC=CC=C1)C1=CC=CC=C1 ((carbethoxymethylene) triphenylphosphorane). Reaction conditions: temperature 150 celsius. Product: C(C)/C(/C=O)=C\C=1NC2=CC=CC=C2C1 ((E)-2-Ethyl-3-(2-indolyl)-2-propenaldehyde). Yield: 39.4%. Reaction SMILES: [C:1]([C:9]1[NH:10][C:11]2[C:16]([C:17]=1C)=[CH:15][CH:14]=[CH:13][CH:12]=2)(=O)[C:2]1[CH:7]=CC=[CH:4][CH:3]=1.C(C=P(C1C=CC=CC=1)(C1C=CC=CC=1)C1C=CC=CC=1)(OCC)=[O:20]>>[CH2:3](/[C:2](=[CH:1]\[C:9]1[NH:10][C:11]2[C:16]([CH:17]=1)=[CH:15][CH:14]=[CH:13][CH:12]=2)/[CH:7]=[O:20])[CH3:4]. Reported procedure: Ethyl (2E)-3-[2-(3-methylindolyl)]-3-phenyl-2-propenoate. A mixture of 2-benzoyl-3-methylindole (J. Org. Chem., 37, 3622 (1972)) (0.6 g, 2.55 mmol) and (carbethoxymethylene) triphenylphosphorane (2.1 g, 6 mmol) was heated at 150° C. in a sealed tube for 40 h. After cooling, the residue was chromatographed over silica gel (EtOAc/hexane 2:8) obtaining 0.2 g (25.7%) of the crude title compound as a solid, m.p.=125-130° C. The reactants are CC(C)(C)OC(=O)N1CCCc2cc(NC(=O)C(F)(F)F)ccc21, CO, [K+], [K+], O=C([O-])[O-]. The product is CC(C)(C)OC(=O)N1CCCc2cc(N)ccc21. As a reaction SMILES: [C:1]([CH3:2])([CH3:3])([CH3:4])[O:5][C:6](=[O:7])[N:8]1[CH2:9][CH2:10][CH2:11][c:12]2[cH:13][c:14]([NH:18][C:19](=[O:20])[C:21]([F:22])([F:23])[F:24])[cH:15][cH:16][c:17]21.[CH3:31][OH:32].[K+:25].[K+:26].[O-:27][C:28]([O-:29])=[O:30]>>[C:1]([CH3:2])([CH3:3])([CH3:4])[O:5][C:6](=[O:7])[N:8]1[CH2:9][CH2:10][CH2:11][c:12]2[cH:13][c:14]([NH2:18])[cH:15][cH:16][c:17]21.